Dataset: the Open Reaction Database (ORD), a public repository of structured organic reaction records. Task: describe an organic reaction: reactants, conditions, products, and yield The reactants are ClC=1C=C(CNC(=O)C2=CC=C(S2)C(=O)O)C=CC1Cl (5-(3,4-dichlorobenzyl-carbamoyl)-thiophene-2-carboxylic acid), C(C(=O)Cl)(=O)Cl (oxalyl chloride). The reagents and catalysts are CN(C)C=O (DMF). Solvent: ClCCl (dichloromethane). Reaction conditions: time 4 hour. Yields the product ClC=1C=C(CNC(=O)C2=CC=C(S2)C(=O)Cl)C=CC1Cl (5-(3,4-dichlorobenzyl-carbamoyl)-thiophene-2-carbonyl-chloride). RXN SMILES: [Cl:1][C:2]1[CH:3]=[C:4]([CH:17]=[CH:18][C:19]=1[Cl:20])[CH2:5][NH:6][C:7]([C:9]1[S:13][C:12]([C:14](O)=[O:15])=[CH:11][CH:10]=1)=[O:8].C(Cl)(=O)C([Cl:24])=O>ClCCl.CN(C=O)C>[Cl:1][C:2]1[CH:3]=[C:4]([CH:17]=[CH:18][C:19]=1[Cl:20])[CH2:5][NH:6][C:7]([C:9]1[S:13][C:12]([C:14]([Cl:24])=[O:15])=[CH:11][CH:10]=1)=[O:8]. Procedure details: A stirring solution of (12(b)) (495 mg; 1.5 mmole) in dichloromethane (25 mL) was cooled in an ice bath and DMF (1 drop) and oxalyl chloride (0.175 mL: 2.0 mmole) added dropwise. The solution was stirred at ambient temperature under argon for 4 hours. The dichloromethane and excess oxalyl chloride were removed in vacuo. The residue was azeotroped with toluene (2×15 mL) to give 5-(3,4-dichlorobenzyl-carbamoyl)-thiophene-2-carbonyl-chloride (12(c)) which was used crude in the next step. The reactants are C([O-])(O)=O.[Na+] (sodium bicarbonate), N-sodium hydroxide, C(C1=CC=CC=C1)(=O)Cl (benzoyl chloride), C(CCC)N(C(CCCCCCCCCC[C@H]1[C@H]2[C@@H]3CC[C@@H]([C@@]3(C)CC[C@@H]2C=2C=CC(=CC2C1)O)O)=O)C (N-n-butyl-N-methyl-11-(3,17β-dihydroxyoestra-1,3,5(10)-trien-7α-yl)undecanamide). Run in CC(=O)C (acetone). Conditions: temperature 0 celsius, time 30 minute. Product: C(CCC)N(C(CCCCCCCCCC[C@H]1[C@H]2[C@@H]3CC[C@@H]([C@@]3(C)CC[C@@H]2C=2C=CC(=CC2C1)OC(C1=CC=CC=C1)=O)O)=O)C (N-n-butyl-N-methyl-11-(3-benzoyloxy-17β-hydroxyoestra-1,3,5(10)-trien-7α-yl)undecanamide). RXN SMILES: [C:1](Cl)(=[O:8])[C:2]1[CH:7]=[CH:6][CH:5]=[CH:4][CH:3]=1.[CH2:10]([N:14]([CH3:47])[C:15](=[O:46])[CH2:16][CH2:17][CH2:18][CH2:19][CH2:20][CH2:21][CH2:22][CH2:23][CH2:24][CH2:25][C@@H:26]1[CH2:43][C:42]2[CH:41]=[C:40]([OH:44])[CH:39]=[CH:38][C:37]=2[C@@H:36]2[C@@H:27]1[C@H:28]1[C@@:32]([CH2:34][CH2:35]2)([CH3:33])[C@@H:31]([OH:45])[CH2:30][CH2:29]1)[CH2:11][CH2:12][CH3:13].C(=O)(O)[O-].[Na+]>CC(C)=O>[CH2:10]([N:14]([CH3:47])[C:15](=[O:46])[CH2:16][CH2:17][CH2:18][CH2:19][CH2:20][CH2:21][CH2:22][CH2:23][CH2:24][CH2:25][C@@H:26]1[CH2:43][C:42]2[CH:41]=[C:40]([O:44][C:1](=[O:8])[C:2]3[CH:7]=[CH:6][CH:5]=[CH:4][CH:3]=3)[CH:39]=[CH:38][C:37]=2[C@@H:36]2[C@@H:27]1[C@H:28]1[C@@:32]([CH2:34][CH2:35]2)([CH3:33])[C@@H:31]([OH:45])[CH2:30][CH2:29]1)[CH2:11][CH2:12][CH3:13] |f:2.3|. Procedure: Aqueous N-sodium hydroxide solution (0.15 ml.) and benzoyl chloride (0.023 ml.) were successively added at 0° C. to a stirred solution of N-n-butyl-N-methyl-11-(3,17β-dihydroxyoestra-1,3,5(10)-trien-7α-yl)undecanamide (Example 2; 0.06 g.) in acetone (1 ml.) and the mixture was stirred at 0° C. for 30 minutes and poured into saturated aqueous sodium bicarbonate solution (10 ml.). The mixture was extracted three times with diethyl ether (15 ml. each time) and the combined extracts were washed with... Reactants: Na, C(C1=CC=CC=C1)OC=1C(=CC=2C3CCC4(C(CCC4C3CCC2C1)=CCOC)C)CC (3-benzyloxy-2-ethyl-17-(2-methoxy-ethylidene)-13-methyl-7,8,9,11,12,13,14,15,16,17-decahydro-6H-cyclopenta[a]phenanthrene), CC(C)O (2-propanol). The solvent is C(C)(C)(C)O (tert-butanol). Product: C(C)C1=CC=2C3CCC4(C(CCC4C3CCC2C=C1O)=CCOC)C (2-ethyl-17-(2-methoxy-ethylidene)-13-methyl-7,8,9,11,12,13,14,15,16,17-decahydro-6H-cyclopenta[a]phenanthren-3-ol). RXN SMILES: C([O:8][C:9]1[C:10]([CH2:31][CH3:32])=[CH:11][C:12]2[CH:13]3[CH:21]([CH2:22][CH2:23][C:24]=2[CH:25]=1)[CH:20]1[C:16]([CH3:30])([C:17](=[CH:26][CH2:27][O:28][CH3:29])[CH2:18][CH2:19]1)[CH2:15][CH2:14]3)C1C=CC=CC=1.CC(O)C>C(O)(C)(C)C>[CH2:31]([C:10]1[C:9]([OH:8])=[CH:25][C:24]2[CH2:23][CH2:22][CH:21]3[CH:13]([CH2:14][CH2:15][C:16]4([CH3:30])[CH:20]3[CH2:19][CH2:18][C:17]4=[CH:26][CH2:27][O:28][CH3:29])[C:12]=2[CH:11]=1)[CH3:32]. Procedure details: A solution of 3-benzyloxy-2-ethyl-17-(2-methoxy-ethylidene)-13-methyl-7,8,9,11,12,13,14,15,16,17-decahydro-6H-cyclopenta[a]phenanthrene (0.43 g, 1 mmol) in 50 ml tert-butanol was reflux and Na (0.46 g, 20 mmol) was added in small portions over a period of 6 hours. The mixture was refluxed for 18 h, cooled to room temperature and 2-propanol added to destroy excess sodium. The solvents were evaporated and the residual solid poured in water (20 ml). The organics were extracted with ethyl acetate an... Starting materials: CCO, CSC1=NCCN1, NNCCO, O=S(=O)(O)O. The product is NN(CCO)C1=NCCN1, O=S(=O)(O)O. As a reaction SMILES: [CH3:18][CH2:19][OH:20].[CH3:6][S:7][C:8]1=[N:12][CH2:11][CH2:10][NH:9]1.[OH:13][CH2:14][CH2:15][NH:16][NH2:17].[S:1](=[O:2])(=[O:3])([OH:4])[OH:5]>>[C:8]1([N:16]([CH2:15][CH2:14][OH:13])[NH2:17])=[N:12][CH2:11][CH2:10][NH:9]1.[S:1](=[O:2])(=[O:3])([OH:4])[OH:5]. Reactants: O=C(OOC(=O)c1ccccc1)c1ccccc1, ClC(Cl)Cl, O=C1CCC(=O)N1Cl, c1ccc(N2CCN(c3nc(N4CCOCC4)cc(N4CCOCC4)n3)CC2)cc1, O. As a reaction SMILES: [C:31]([O:32][O:33][C:34](=[O:35])[c:36]1[cH:37][cH:38][cH:39][cH:40][cH:41]1)(=[O:42])[c:43]1[cH:44][cH:45][cH:46][cH:47][cH:48]1.[CH:58]([Cl:59])([Cl:60])[Cl:61].[Cl:49][N:50]1[C:51](=[O:52])[CH2:53][CH2:54][C:55]1=[O:56].[O:1]1[CH2:2][CH2:3][N:4]([c:7]2[n:8][c:9]([N:19]3[CH2:20][CH2:21][N:22]([c:25]4[cH:26][cH:27][cH:28][cH:29][cH:30]4)[CH2:23][CH2:24]3)[n:10][c:11]([N:13]3[CH2:14][CH2:15][O:16][CH2:17][CH2:18]3)[cH:12]2)[CH2:5][CH2:6]1.[OH2:57]>>[O:1]1[CH2:2][CH2:3][N:4]([c:7]2[n:8][c:9]([N:19]3[CH2:20][CH2:21][N:22]([c:25]4[cH:26][cH:27][cH:28][cH:29][cH:30]4)[CH2:23][CH2:24]3)[n:10][c:11]([N:13]3[CH2:14][CH2:15][O:16][CH2:17][CH2:18]3)[c:12]2[Cl:49])[CH2:5][CH2:6]1. The product is Clc1c(N2CCOCC2)nc(N2CCN(c3ccccc3)CC2)nc1N1CCOCC1. Starting materials: C(C(=O)Cl)(=O)Cl (oxalyl chloride), compound 2a, C(#N)C(C(=O)OC)=C(C(F)(F)F)C(=O)OC(F)(F)F (methyl 2-cyano-4,4,4-trifluoro-3-trifluoromethoxycarbonyl-2-butenoate). Reagents/catalysts: N1=CC=CC=C1 (pyridine). Solvent: C(Cl)Cl (methylene chloride), O (water). Yields the product ClC(=C(C(=O)OC)C#N)C(F)(F)F (methyl 3-chloro-2-cyano-4,4,4-trifluoro-2-butenoate), crude product. As a reaction SMILES: [C:1]([C:3](=[C:8](C(OC(F)(F)F)=O)[C:9]([F:12])([F:11])[F:10])[C:4]([O:6][CH3:7])=[O:5])#[N:2].C(Cl)(=O)C([Cl:23])=O>C(Cl)Cl.N1C=CC=CC=1.O>[Cl:23][C:8]([C:9]([F:12])([F:11])[F:10])=[C:3]([C:1]#[N:2])[C:4]([O:6][CH3:7])=[O:5]. Procedure: To a mixture of the compound 2a and 2b obtained in the above step (1) (27.6 g) in methylene chloride (200 mL) were gradually added dropwise oxalyl chloride (31.6 mL) and a few drops of pyridine, and the mixture was refluxed under heating for 4 hours. The reaction mixture was gradually poured in water, and the mixture was extracted with methylene chloride. The organic layer was dried over magnesium sulfate and filtered. The filtrate was concentrated in vacuo to give methyl 3-chloro-2-cyano-4,4,4-... The product is S1C(=NC=C1)C1=CC=CC(=N1)CO ((6-(thiazol-2-yl)pyridin-2-yl)methanol). As a reaction SMILES: [S:1]1[CH:5]=[CH:4][N:3]=[C:2]1[C:6]1[N:11]=[C:10]([C:12](OC)=[O:13])[CH:9]=[CH:8][CH:7]=1.[BH4-].[Na+]>CCO>[S:1]1[CH:5]=[CH:4][N:3]=[C:2]1[C:6]1[N:11]=[C:10]([CH2:12][OH:13])[CH:9]=[CH:8][CH:7]=1 |f:1.2|. Conditions: time 17 hour. Starting materials: S1C(=NC=C1)C1=CC=CC(=N1)C(=O)OC (methyl 6-(thiazol-2-yl)picolinate), [BH4-].[Na+] (NaBH4). Reported procedure: A solution of methyl 6-(thiazol-2-yl)picolinate (230 mg; 1.04 mmol) in anh. EtOH (3 ml) was treated with NaBH4 (197 mg; 5.22 mmol), and the resulting mixture was stirred at rt, under nitrogen, for 17 h. After concentration to dryness under reduced pressure, the resulting residue was treated with water, and extracted with DCM. The organic layer was then dried over anh. MgSO4, filtered, and concentrated to dryness under reduced pressure. Purification by FC (DCM/MeOH=25/1) afforded (6-(thiazol-2-yl... Run in CCO (EtOH). Run in C(C)N(CC)CC (triethylamine), O (water), C(Cl)Cl (CH2Cl2), [Cl-].[Na+].O (brine). RXN SMILES: [N+](C1C=CC=CC=1O[C:11](=[O:35])[C@@H:12]([CH2:21][CH2:22][CH2:23][NH:24][C:25]([O:27][CH2:28][C:29]1[CH:34]=[CH:33][CH:32]=[CH:31][CH:30]=1)=[O:26])[NH:13][C:14]([O:16][C:17]([CH3:20])([CH3:19])[CH3:18])=[O:15])([O-])=O.Cl.[CH3:37][O:38][C:39]1[CH:48]=[CH:47][C:42]([C@@H:43]([NH2:46])[CH2:44][OH:45])=[CH:41][CH:40]=1.CCN(C(C)C)C(C)C.Cl>C(Cl)Cl.[Cl-].[Na+].O.O.C(N(CC)CC)C>[C:14]([NH:13][C@@H:12]([C:11]([NH:46][C@H:43]([C:42]1[CH:47]=[CH:48][C:39]([O:38][CH3:37])=[CH:40][CH:41]=1)[CH2:44][OH:45])=[O:35])[CH2:21][CH2:22][CH2:23][NH:24][C:25]([O:27][CH2:28][C:29]1[CH:30]=[CH:31][CH:32]=[CH:33][CH:34]=1)=[O:26])([O:16][C:17]([CH3:18])([CH3:19])[CH3:20])=[O:15] |f:1.2,6.7.8|. Reported procedure: Prepared according to the method described in Example 11(a) above from Nα -Boc-Nδ -Cbz-(R)-ornithine o-nitrophenyl ester (3.11 g; 6.38 mmol; see Example 4(a) above), (R)-4-methoxy-α-hydroxymethylbenzylamine hydrochloride (1.43 g; 7.02 mmol) and triethylamine (0.97 g; 9.57 mmol; instead of DiPEA) in CH2Cl2 (100 mL), 18 hours reaction time. The reaction mixture was submitted to aqueous work up using water, 1N HCl and brine, then dried, filtered and concentrated to give a yellow solid (3.69 g) whic... Yield: 112.2%. Starting materials: [N+](=O)([O-])C1=C(C=CC=C1)OC([C@H](NC(=O)OC(C)(C)C)CCCNC(=O)OCC1=CC=CC=C1)=O (Nα -Boc-Nδ -Cbz-(R)-ornithine o-nitrophenyl ester), Cl (HCl), Cl.COC1=CC=C([C@H](CO)N)C=C1 ((R)-4-methoxy-α-hydroxymethylbenzylamine hydrochloride), CCN(C(C)C)C(C)C (DiPEA). The product is C(=O)(OC(C)(C)C)N[C@H](CCCNC(=O)OCC1=CC=CC=C1)C(=O)N[C@@H](CO)C1=CC=C(C=C1)OC ((R)-N2 -(Boc)-N5 -(Cbz)-(R)-N-[2-hydroxy-1-(4-methoxyphenyl)ethyl]ornithine amide). The reactants are CCCCBr, Cl, I, [Mg], O=Cc1cccc(O)c1. Yields the product CCCCC(O)c1cccc(O)c1. Reaction SMILES: [Br:2][CH2:3][CH2:4][CH2:5][CH3:6].[ClH:17].[I:7].[Mg:1].[OH:8][c:9]1[cH:10][c:11]([CH:12]=[O:13])[cH:14][cH:15][cH:16]1>>[CH2:3]([CH2:4][CH2:5][CH3:6])[CH:12]([c:11]1[cH:10][c:9]([OH:8])[cH:16][cH:15][cH:14]1)[OH:13]. Reactants: CC(Cl)Cl, O=C(Nc1ccc(Cl)nn1)C(F)(F)F. Yields the product FC(F)(F)C(Cl)=Nc1ccc(Cl)nn1. As a reaction SMILES: [Cl:15][CH:16]([Cl:17])[CH3:18].[Cl:1][c:2]1[cH:3][cH:4][c:5]([NH:8][C:9]([C:10]([F:11])([F:12])[F:13])=[O:14])[n:6][n:7]1>>[Cl:1][c:2]1[cH:3][cH:4][c:5]([N:8]=[C:9]([C:10]([F:11])([F:12])[F:13])[Cl:15])[n:6][n:7]1.